This data is from the Open Reaction Database (ORD), a public repository of structured organic reaction records. The task is: describe an organic reaction: reactants, conditions, products, and yield Reactants: CCCCO, C=O, CNC1CNCC1CO. RXN SMILES: [CH2:12]([OH:13])[CH2:14][CH2:15][CH3:16].[CH2:1]=[O:2].[OH:3][CH2:4][CH:5]1[CH:6]([NH:10][CH3:11])[CH2:7][NH:8][CH2:9]1>>[CH2:1]1[O:3][CH2:4][CH:5]2[CH:6]([CH2:7][NH:8][CH2:9]2)[N:10]1[CH3:11]. Product: CN1COCC2CNCC21. Reactants: C(C)(C)(C)OC(=O)N[C@@H](CC(=O)N1[C@@H](C(N(CCC1)C)=O)CC1=CC=CC=C1)CC1=C(C=C(C(=C1)F)F)F ((3R)-4-[(3R)-3-[(tert-butoxycarbonyl)amino]-4-(2,4,5-trifluorophenyl)butanoyl]-3-benzylhexahydro-1-methyl-2H-1,4-diazepin-2-one), Cl (hydrogen chloride). Run in O1CCOCC1 (dioxane). The product is Cl.N[C@@H](CC(=O)N1[C@@H](C(N(CCC1)C)=O)CC1=CC=CC=C1)CC1=C(C=C(C(=C1)F)F)F ((3R)-4-[(3R)-3-Amino-4-(2,4,5-trifluorophenyl)butanoyl]-3-benzylhexahydro-1-methyl-2H-1,4-diazepin-2-one hydrochloride). As a reaction SMILES: C(OC([NH:8][C@H:9]([CH2:29][C:30]1[CH:35]=[C:34]([F:36])[C:33]([F:37])=[CH:32][C:31]=1[F:38])[CH2:10][C:11]([N:13]1[CH2:19][CH2:18][CH2:17][N:16]([CH3:20])[C:15](=[O:21])[C@H:14]1[CH2:22][C:23]1[CH:28]=[CH:27][CH:26]=[CH:25][CH:24]=1)=[O:12])=O)(C)(C)C.[ClH:39]>O1CCOCC1>[ClH:39].[NH2:8][C@H:9]([CH2:29][C:30]1[CH:35]=[C:34]([F:36])[C:33]([F:37])=[CH:32][C:31]=1[F:38])[CH2:10][C:11]([N:13]1[CH2:19][CH2:18][CH2:17][N:16]([CH3:20])[C:15](=[O:21])[C@H:14]1[CH2:22][C:23]1[CH:28]=[CH:27][CH:26]=[CH:25][CH:24]=1)=[O:12] |f:3.4|. Procedure details: The title compound from Step C was dissolved in 4M hydrogen chloride in dioxane and evaporated after 2.5 h to yield the desired product.